From a dataset of the Open Reaction Database (ORD), a public repository of structured organic reaction records. describe an organic reaction: reactants, conditions, products, and yield Starting materials: B, O=C1CCc2ccc(Cl)cc21, C1CCOC1, C1CCOC1. Yields the product OC1CCc2ccc(Cl)cc21. Reaction SMILES: [BH3:6].[Cl:7][c:8]1[cH:9][cH:10][c:11]2[c:15]([cH:16]1)[C:14](=[O:17])[CH2:13][CH2:12]2.[O:18]1[CH2:19][CH2:20][CH2:21][CH2:22]1.[O:1]1[CH2:2][CH2:3][CH2:4][CH2:5]1>>[Cl:7][c:8]1[cH:9][cH:10][c:11]2[c:15]([cH:16]1)[CH:14]([OH:17])[CH2:13][CH2:12]2. Reactants: OC(CBr)CCBr, COc1cc(N)cc(C(F)(F)F)c1, [Na+], [Na+], O=C([O-])[O-]. Yields the product COc1cc(N2CCC(O)C2)cc(C(F)(F)F)c1. RXN SMILES: [Br:14][CH2:15][CH:16]([CH2:17][CH2:18][Br:19])[OH:20].[CH3:1][O:2][c:3]1[cH:4][c:5]([NH2:6])[cH:7][c:8]([C:10]([F:11])([F:12])[F:13])[cH:9]1.[Na+:21].[Na+:22].[O-:23][C:24](=[O:25])[O-:26]>>[CH3:1][O:2][c:3]1[cH:4][c:5]([N:6]2[CH2:15][CH:16]([OH:20])[CH2:17][CH2:18]2)[cH:7][c:8]([C:10]([F:11])([F:12])[F:13])[cH:9]1. The product is C1(CC1)C1=NC(=NC=C1CN(C1=CC(=C(OCC(=O)O)C=C1)C)C)C1=CC=C(C=C1)C(F)(F)F ((4-{[4-cyclopropyl-2-(4-trifluoromethyl-phenyl)-pyrimidin-5-ylmethyl]-methyl-amino}-2-methyl-phenoxy)-acetic acid). Starting materials: COC(COC1=C(C=C(C=C1)N(C)CC=1C(=NC(=NC1)C1=CC=C(C=C1)C(F)(F)F)C1CC1)C)=O ((4-{[4-cyclopropyl-2-(4-trifluoromethyl-phenyl)-pyrimidin-5-ylmethyl]-methyl-amino}-2-methyl-phenoxy)-acetic acid methyl ester), [Li+].[OH-] (LiOH). RXN SMILES: C[O:2][C:3](=[O:35])[CH2:4][O:5][C:6]1[CH:11]=[CH:10][C:9]([N:12]([CH2:14][C:15]2[C:16]([CH:31]3[CH2:33][CH2:32]3)=[N:17][C:18]([C:21]3[CH:26]=[CH:25][C:24]([C:27]([F:30])([F:29])[F:28])=[CH:23][CH:22]=3)=[N:19][CH:20]=2)[CH3:13])=[CH:8][C:7]=1[CH3:34].[Li+].[OH-]>C1COCC1.CCOCC>[CH:31]1([C:16]2[C:15]([CH2:14][N:12]([CH3:13])[C:9]3[CH:10]=[CH:11][C:6]([O:5][CH2:4][C:3]([OH:35])=[O:2])=[C:7]([CH3:34])[CH:8]=3)=[CH:20][N:19]=[C:18]([C:21]3[CH:26]=[CH:25][C:24]([C:27]([F:29])([F:30])[F:28])=[CH:23][CH:22]=3)[N:17]=2)[CH2:33][CH2:32]1 |f:1.2|. The solvent is C1CCOC1 (THF), CCOCC (ether). Isolated yield 28.2%. Reported procedure: A solution of 351 mg (0.72 mmol) (4-{[4-cyclopropyl-2-(4-trifluoromethyl-phenyl)-pyrimidin-5-ylmethyl]-methyl-amino}-2-methyl-phenoxy)-acetic acid methyl ester and 1.45 ml 1N LiOH in 4 ml of THF was stirred for 3 h at RT. The reaction mixture was taken up in ether and washed with 1N HCl and water. The crude product was suspended in AcOEt/heptane 1:19 to give 95.64 mg of pure (4-{[4-cyclopropyl-2-(4-trifluoromethyl-phenyl)-pyrimidin-5-ylmethyl]-methyl-amino}-2-methyl-phenoxy)-acetic acid. The reactants are C(CC)NC1=CN=C(C2=CC=CC=C12)C1=C(C=C(C=C1C)C)C (N-Propyl-1-(2,4,6-trimethylphenyl)-4-isoquinolinamine), CC(C)([O-])C.[K+] (potassium t-butoxide), [NH4+].[Cl-] (NH4Cl), BrCC1CC1 (bromomethylcyclopropane). Solvent: CS(=O)C (DMSO). Reaction conditions: time 1 hour. Yields the product C1(CC1)CN(C1=CN=C(C2=CC=CC=C12)C1=C(C=C(C=C1C)C)C)CCC (N-cyclopropylmethyl-N-propyl-1-(2,4,6-trimethylphenyl)-4-isoquinolinamine). The yield is 57.6%. Reaction SMILES: [CH2:1]([NH:4][C:5]1[C:14]2[C:9](=[CH:10][CH:11]=[CH:12][CH:13]=2)[C:8]([C:15]2[C:20]([CH3:21])=[CH:19][C:18]([CH3:22])=[CH:17][C:16]=2[CH3:23])=[N:7][CH:6]=1)[CH2:2][CH3:3].CC(C)([O-])C.[K+].Br[CH2:31][CH:32]1[CH2:34][CH2:33]1.[NH4+].[Cl-]>CS(C)=O>[CH:34]1([CH2:33][N:4]([CH2:1][CH2:2][CH3:3])[C:5]2[C:14]3[C:9](=[CH:10][CH:11]=[CH:12][CH:13]=3)[C:8]([C:15]3[C:16]([CH3:23])=[CH:17][C:18]([CH3:22])=[CH:19][C:20]=3[CH3:21])=[N:7][CH:6]=2)[CH2:32][CH2:31]1 |f:1.2,4.5|. Procedure details: To a solution of the product of step E (72 mg, 9.24 mmol) in DMSO (0.7 mL) was added potassium t-butoxide (40 mg, 0.36 mmol), followed by slow dropwise addition of bromomethylcyclopropane (0.028 mL, 0.3 mmol). The mixture was stirred at room temperature for 1 h, diluted by aqueous NH4Cl, and extracted twice with 50% ethyl ether in hexane. Combined organics were dried over Na2SO4, filtered, concentrated, and chromatographed on silica gel (6% to 10% ethyl acetate in hexane) to give 62 mg of the ti... Reactants: CC(C)=C (isobutylene), ice, BrC=1C(=C(C(=NC1C)C)[C@@H](C(=O)OC(C)C)O)N1CCC(CC1)(C)C ((S)-isopropyl 2-(5-bromo-4-(4,4-dimethylpiperidin-1-yl)-2,6-dimethylpyridin-3-yl)-2-hydroxyacetate), HClO4, C(=O)([O-])[O-].[Na+].[Na+] (Na2CO3). Solvent: ClCCl (dichloromethane). Reaction conditions: time 24 hour. Product: BrC=1C(=C(C(=NC1C)C)[C@@H](C(=O)OC(C)C)OC(C)(C)C)N1CCC(CC1)(C)C ((S)-isopropyl 2-(5-bromo-4-(4,4-dimethylpiperidin-1-yl)-2,6-dimethylpyridin-3-yl)-2-(tert-butoxy)acetate). The yield is 60.7%. RXN SMILES: [Br:1][C:2]1[C:3]([N:18]2[CH2:23][CH2:22][C:21]([CH3:25])([CH3:24])[CH2:20][CH2:19]2)=[C:4]([C@H:10]([OH:17])[C:11]([O:13][CH:14]([CH3:16])[CH3:15])=[O:12])[C:5]([CH3:9])=[N:6][C:7]=1[CH3:8].[CH3:26][C:27](=[CH2:29])[CH3:28].C([O-])([O-])=O.[Na+].[Na+]>ClCCl>[Br:1][C:2]1[C:3]([N:18]2[CH2:23][CH2:22][C:21]([CH3:25])([CH3:24])[CH2:20][CH2:19]2)=[C:4]([C@H:10]([O:17][C:27]([CH3:29])([CH3:28])[CH3:26])[C:11]([O:13][CH:14]([CH3:16])[CH3:15])=[O:12])[C:5]([CH3:9])=[N:6][C:7]=1[CH3:8] |f:2.3.4|. Procedure details: A stirred ice-cold yellow mixture of (S)-isopropyl 2-(5-bromo-4-(4,4-dimethylpiperidin-1-yl)-2,6-dimethylpyridin-3-yl)-2-hydroxyacetate (6.7 g, 16.21 mmol) and 70% HClO4 (2.2 mL, 25.6 mmol) in dichloromethane (400 mL) was saturated with isobutylene gas by bubbling through the reaction mixture (10 min). The reaction mixture was cloudy sealed in a seal tube, stirred for 24 h at rt. The reaction mixture was recooled in a −10° C. bath, bubbled additional isobutylene (˜15 min). The reaction mixture b... Procedure: To a solution of 5 g of 3-amino-2-(2-methylphenyl)imidazo[2,1-a]isoquinoline (Compound 3) in 50 ml of methanol was added 2.2 g of p-tolualdehyde. After the mixture was stirred at room temperature for 22 hours, it was poured into water and extracted with ethyl acetate. The extract was washed with water and saturated saline, and dried over anhydrous magnesium sulfate. The drying agent was removed by filtration, and the solvent was removed under reduced pressure. The residue was purified by column ... The reactants are O (water), NC1=C(N=C2N1C=CC1=CC=CC=C21)C2=C(C=CC=C2)C (3-amino-2-(2-methylphenyl)imidazo[2,1-a]isoquinoline), NC1=C(N=C2N1C=CC1=CC=CC=C21)C2=C(C=CC=C2)C (3-amino-2-(2-methylphenyl)imidazo[2,1-a]isoquinoline), C1(=CC=C(C=C1)C=O)C (p-tolualdehyde). Yield: 78.6%. RXN SMILES: [NH2:1][C:2]1[N:6]2[CH:7]=[CH:8][C:9]3[C:14]([C:5]2=[N:4][C:3]=1[C:15]1[CH:20]=[CH:19][CH:18]=[CH:17][C:16]=1[CH3:21])=[CH:13][CH:12]=[CH:11][CH:10]=3.[C:22]1([CH3:30])[CH:27]=[CH:26][C:25]([CH:28]=O)=[CH:24][CH:23]=1.O>CO>[CH3:30][C:22]1[CH:27]=[CH:26][C:25]([CH:28]=[N:1][C:2]2[N:6]3[CH:7]=[CH:8][C:9]4[C:14]([C:5]3=[N:4][C:3]=2[C:15]2[CH:20]=[CH:19][CH:18]=[CH:17][C:16]=2[CH3:21])=[CH:13][CH:12]=[CH:11][CH:10]=4)=[CH:24][CH:23]=1. The product is CC1=CC=C(C=NC2=C(N=C3N2C=CC2=CC=CC=C32)C3=C(C=CC=C3)C)C=C1 (3-(4-Methylbenzylideneamino)-2-(2-methylphenyl)imidazo[2,1-a]isoquinoline). Reaction conditions: time 22 hour. The solvent is CO (methanol). The reactants are Cl.ClC1=CC(=NC=C1)C(=O)Cl (4-Chloropyridine-2-carbonyl chloride HCl salt), N (ammonia). Product: ClC1=CC(=NC=C1)C(=O)N (4-chloro-2-pyridinecarboxamide). RXN SMILES: Cl.[Cl:2][C:3]1[CH:8]=[CH:7][N:6]=[C:5]([C:9](Cl)=[O:10])[CH:4]=1.[NH3:12]>>[Cl:2][C:3]1[CH:8]=[CH:7][N:6]=[C:5]([C:9]([NH2:12])=[O:10])[CH:4]=1 |f:0.1|. Procedure details: Entry 12: 4-Chloropyridine-2-carbonyl chloride HCl salt was reacted with ammonia according to Method A2, Step 3b to form 4-chloro-2-pyridinecarboxamide. 4-Chloro-2-pyridinecarboxamide was reacted with 3-aminophenol according to Method A2, Step 4 using DISC in place of DMF to give 3-(2-carbamoyl-4-pyridyloxy)aniline. According to Method C2a, 2-methoxy-5-(trifluoromethyl)aniline was reacted with phosgene followed by 3-(2-carbamoyl-4-pyridyloxy)aniline to afford the urea.